This data is from the Open Reaction Database (ORD), a public repository of structured organic reaction records. The task is: describe an organic reaction: reactants, conditions, products, and yield RXN SMILES: Cl[C:2]1[C:7]([CH2:8][C:9]([O:11][CH3:12])=[O:10])=[C:6]([S:13][CH3:14])[N:5]=[C:4]([CH3:15])[N:3]=1.C(=O)([O-])[O-].[K+].[K+].[F:22][C:23]([F:32])([F:31])[C:24]1[CH:25]=[C:26]([OH:30])[CH:27]=[CH:28][CH:29]=1.O>CN(C=O)C.[Cu](I)I>[CH3:15][C:4]1[N:5]=[C:6]([S:13][CH3:14])[C:7]([CH2:8][C:9]([O:11][CH3:12])=[O:10])=[C:2]([O:30][C:26]2[CH:27]=[CH:28][CH:29]=[C:24]([C:23]([F:22])([F:31])[F:32])[CH:25]=2)[N:3]=1 |f:1.2.3|. Run in CN(C)C=O (DMF), CN(C)C=O (DMF). Reported procedure: A solution of methyl 2-(4-chloro-2-methyl-6-methylthio-pyrimidin-5-yl)-acetate (4.9 g) in DMF is added to a suspension of anhydrous potassium carbonate 5.6 g), copper iodide (1.0 g) and 3-trifluoromethylphenol (3.3 g) in DMF (50 ml) at room temperature. The mixture is heated to +120° C. for 90 minutes and then cooled. The cooled mixture is poured into water and extracted successively with ethyl acetate (2×50 ml) and then the organic phase is dried over anhydrous sodium sulfate. Evaporation and d... The reagents and catalysts are [Cu](I)I (copper iodide). Product: CC1=NC(=C(C(=N1)SC)CC(=O)OC)OC1=CC(=CC=C1)C(F)(F)F (methyl 2-[2-methyl-4-methylthio-6-(3-trifluoromethyl-phenoxy)-pyrimidin-5-yl]-acetate). Starting materials: O (water), ClC1=NC(=NC(=C1CC(=O)OC)SC)C (methyl 2-(4-chloro-2-methyl-6-methylthio-pyrimidin-5-yl)-acetate), C([O-])([O-])=O.[K+].[K+] (potassium carbonate), FC(C=1C=C(C=CC1)O)(F)F (3-trifluoromethylphenol). Reported procedure: 4,5-Dihydroxy-9,10-dioxoanthracene-2-carboxylic acid (3.0 g) was suspended in pyridine (100 ml) and stirred at RT for 30 mins. Butyryl chloride was added (3.6 g, 5 equiv.) to give a clear reaction mixture which was stirred at RT over the weekend. The reaction mixture was reduced to a smaller volume and quenched with 2M HCl (200 ml), adjusting the pH to pH 2. An orange solid was isolated by filtration. This solid was slurried in water (30 ml) followed by ethyl acetate (30 ml) and dichloromethane ... Product: C(CCC)(=O)OC1=CC(=CC=2C(C3=CC=CC(=C3C(C12)=O)OC(CCC)=O)=O)C(=O)O (4,5-Bisbutyryloxy-9,10-dioxo-9,10-dihydroanthracene-2-carboxylic acid). Reaction conditions: time 30 minute. The yield is 45.0%. The solvent is O (water). The reactants are OC1=CC(=CC=2C(C3=CC=CC(=C3C(C12)=O)O)=O)C(=O)O (4,5-Dihydroxy-9,10-dioxoanthracene-2-carboxylic acid), ClCCl (dichloromethane), N1=CC=CC=C1 (pyridine), C(CCC)(=O)Cl (Butyryl chloride), C(C)(=O)OCC (ethyl acetate). Reaction SMILES: [OH:1][C:2]1[C:15]2[C:14](=[O:16])[C:13]3[C:8](=[CH:9][CH:10]=[CH:11][C:12]=3[OH:17])[C:7](=[O:18])[C:6]=2[CH:5]=[C:4]([C:19]([OH:21])=[O:20])[CH:3]=1.[C:22](Cl)(=[O:26])[CH2:23][CH2:24][CH3:25].C([O:31][CH2:32][CH3:33])(=O)C.ClCCl.N1C=CC=[CH:39][CH:38]=1>O>[C:22]([O:1][C:2]1[C:15]2[C:14](=[O:16])[C:13]3[C:8](=[CH:9][CH:10]=[CH:11][C:12]=3[O:17][C:32](=[O:31])[CH2:33][CH2:38][CH3:39])[C:7](=[O:18])[C:6]=2[CH:5]=[C:4]([C:19]([OH:21])=[O:20])[CH:3]=1)(=[O:26])[CH2:23][CH2:24][CH3:25]. Reactants: CCCCCCNCC1OCCO1, O=C(Cl)CCl, [Na+], [Na+], O=C([O-])[O-], O, c1ccccc1. The product is CCCCCCN(CC1OCCO1)C(=O)CCl. RXN SMILES: [CH2:1]([CH2:2][CH2:3][CH2:4][CH2:5][CH3:6])[NH:7][CH2:8][CH:9]1[O:10][CH2:11][CH2:12][O:13]1.[Cl:26][CH2:27][C:28](=[O:29])[Cl:30].[Na+:20].[Na+:21].[O-:22][C:23](=[O:24])[O-:25].[OH2:31].[cH:14]1[cH:15][cH:16][cH:17][cH:18][cH:19]1>>[CH2:1]([CH2:2][CH2:3][CH2:4][CH2:5][CH3:6])[N:7]([CH2:8][CH:9]1[O:10][CH2:11][CH2:12][O:13]1)[C:28]([CH2:27][Cl:26])=[O:29]. Reaction SMILES: [Br:1][C:2]1[CH:7]=[CH:6][C:5]([N:8]2[C:12]3[CH:13]=[C:14]([C:16]([O:18]CC)=[O:17])[NH:15][C:11]=3[N:10]=[CH:9]2)=[CH:4][CH:3]=1.[OH-].[Na+].Cl>C(O)C>[Br:1][C:2]1[CH:7]=[CH:6][C:5]([N:8]2[C:12]3[CH:13]=[C:14]([C:16]([OH:18])=[O:17])[NH:15][C:11]=3[N:10]=[CH:9]2)=[CH:4][CH:3]=1 |f:1.2|. Product: BrC1=CC=C(C=C1)N1C=NC2=C1C=C(N2)C(=O)O (1-(4-bromophenyl)-1,4-dihydropyrrolo[2,3-d]imidazole-5-carboxylic acid). Solvent: C(C)O (ethanol). Procedure details: To a suspension of ethyl 1-(4-bromophenyl)-1,4-dihydropyrrolo[2,3-d]imidazole-5-carboxylate (EXAMPLE 1) (95 mg) in ethanol (3 mL) was added 1 mL of 3N NaOH and the mixture heated at reflux for 6 h, after which time mixture was cooled to rt and acidified with 3N HCl to pH=3. The resulting off-white solid was collected by filtration to yield 1-(4-bromophenyl)-1,4-dihydropyrrolo[2,3-d]imidazole-5-carboxylic acid. LC-MS (ES+): m/z 306/308 (1/1) [MH+]. 1H NMR (DMSO-d6, 400 MHz): δ=7.18 (d, J=1.0 Hz, ... Starting materials: [OH-].[Na+] (NaOH), BrC1=CC=C(C=C1)N1C=NC2=C1C=C(N2)C(=O)OCC (ethyl 1-(4-bromophenyl)-1,4-dihydropyrrolo[2,3-d]imidazole-5-carboxylate), Cl (HCl). Reactants: CCNc1ncc(Oc2cc(I)c(OC)cc2C(C)C)c(N)n1, N#C[Cu], CN(C)C=O, O. Product: CCNc1ncc(Oc2cc(C#N)c(OC)cc2C(C)C)c(N)n1. Reaction SMILES: [CH2:1]([CH3:2])[NH:3][c:4]1[n:5][cH:6][c:7]([O:11][c:12]2[c:13]([CH:21]([CH3:22])[CH3:23])[cH:14][c:15]([O:19][CH3:20])[c:16]([I:18])[cH:17]2)[c:8]([NH2:10])[n:9]1.[Cu:24][C:25]#[N:26].[O:28]=[CH:29][N:30]([CH3:31])[CH3:32].[OH2:27]>>[CH2:1]([CH3:2])[NH:3][c:4]1[n:5][cH:6][c:7]([O:11][c:12]2[c:13]([CH:21]([CH3:22])[CH3:23])[cH:14][c:15]([O:19][CH3:20])[c:16]([C:25]#[N:26])[cH:17]2)[c:8]([NH2:10])[n:9]1. Procedure: 6-(2-Azidoethoxy)-2-phenylchroman-4-one was prepared as described for 6-(2-azidoethoxy)-2-phenylchroman in example 4(a) starting from 1.0 g of 6-hydroxy-flavanone. 1H NMR (400 MHz, CD3OD) δ: 7.53-7.51 (m, 2H), 7.44-7.35 (m, 4H), 7.22 (dd, 1H, J 9.0, 3.1 Hz), 7.04 (d, 1H, J 9.0 Hz), 5.51 (dd, 1H, J 13.1, 3.0 Hz), 4.17 (t, 2H, J 4.9 Hz), 3.60 (t, 2H, J 4.9 Hz), 3.11 (dd, 1H, J −16.9, 13.1 Hz), 2.85 (dd, 1H, J −16.9, 3.0 Hz). The reactants are N(=[N+]=[N-])CCOC=1C=C2CCC(OC2=CC1)C1=CC=CC=C1 (6-(2-azidoethoxy)-2-phenylchroman), OC=1C=C2C(CC(OC2=CC1)C1=CC=CC=C1)=O (6-hydroxy-flavanone). The product is N(=[N+]=[N-])CCOC=1C=C2C(CC(OC2=CC1)C1=CC=CC=C1)=O (6-(2-Azidoethoxy)-2-phenylchroman-4-one). As a reaction SMILES: [N:1]([CH2:4][CH2:5][O:6][C:7]1[CH:8]=[C:9]2[C:14](=[CH:15][CH:16]=1)[O:13][CH:12]([C:17]1[CH:22]=[CH:21][CH:20]=[CH:19][CH:18]=1)[CH2:11][CH2:10]2)=[N+:2]=[N-:3].[OH:23]C1C=C2C(=CC=1)OC(C1C=CC=CC=1)CC2=O>>[N:1]([CH2:4][CH2:5][O:6][C:7]1[CH:8]=[C:9]2[C:14](=[CH:15][CH:16]=1)[O:13][CH:12]([C:17]1[CH:22]=[CH:21][CH:20]=[CH:19][CH:18]=1)[CH2:11][C:10]2=[O:23])=[N+:2]=[N-:3]. Starting materials: C(C)(C)N(CC)C(C)C (diisopropylethylamine), C(C)(=O)O[BH-](OC(C)=O)OC(C)=O.[Na+] (Sodium triacetoxyborohydride), C1=CC2=C(N=C1)N(N=N2)O (HOAT), C(C)(C)(C)OC(=O)N([C@H](CC[C@H](CN)C1=C(C(=CC=C1)F)F)C(=O)O)C(=O)OC(C)(C)C ((5S)—N2,N2-bis(tert-butoxycarbonyl)-5-(2,3-difluorophenyl)-D-lysine), C(=O)C=1SC=CN1 (2-formylthiazole), C(C)(=O)O (acetic acid). The solvent is C([O-])(O)=O.[Na+] (sodium bicarbonate), C(=O)(O)[O-].[Na+] (NaHCO3), ClCCl (dichloromethane), C(CCl)Cl (EDC), ClCCCl (1,2-dichloroethane). Conditions: time 8 hour. Yields the product FC1=C(C=CC=C1F)[C@@H]1CC[C@H](C(N(C1)CC=1SC=CN1)=O)N(C(=O)OC(C)(C)C)C(=O)OC(C)(C)C (Di-tert-butyl [(3R,6S)-6-(2,3-difluorophenyl)-2-oxo-1-(1,3-thiazol-2-ylmethyl)azepan-3-yl]imidodicarbonate). Isolated yield 56.3%. Reaction SMILES: [C:1]([O:5][C:6]([N:8]([C:26]([O:28][C:29]([CH3:32])([CH3:31])[CH3:30])=[O:27])[C@@H:9]([C:23]([OH:25])=O)[CH2:10][CH2:11][C@@H:12]([C:15]1[CH:20]=[CH:19][CH:18]=[C:17]([F:21])[C:16]=1[F:22])[CH2:13][NH2:14])=[O:7])([CH3:4])([CH3:3])[CH3:2].[CH:33]([C:35]1[S:36][CH:37]=[CH:38][N:39]=1)=O.C(O)(=O)C.C(O[BH-](OC(=O)C)OC(=O)C)(=O)C.[Na+].C1C=NC2N(O)N=NC=2C=1.C(N(C(C)C)CC)(C)C>ClCCCl.C(=O)(O)[O-].[Na+].ClCCl>[F:22][C:16]1[C:17]([F:21])=[CH:18][CH:19]=[CH:20][C:15]=1[C@H:12]1[CH2:13][N:14]([CH2:33][C:35]2[S:36][CH:37]=[CH:38][N:39]=2)[C:23](=[O:25])[C@H:9]([N:8]([C:6]([O:5][C:1]([CH3:4])([CH3:2])[CH3:3])=[O:7])[C:26]([O:28][C:29]([CH3:30])([CH3:31])[CH3:32])=[O:27])[CH2:10][CH2:11]1 |f:3.4,8.9|. Procedure details: A solution of (5S)—N2,N2-bis(tert-butoxycarbonyl)-5-(2,3-difluorophenyl)-D-lysine (0.871 g, 1.90 mmol), 2-formylthiazole (0.183 g, 1.62 mmol) and acetic acid (0.137 g, 2.28 mmol) in 1,2-dichloroethane (20 mL) was stirred at room temperature for 30 min. Sodium triacetoxyborohydride (0.604 g, 2.85 mmol) was added and the reaction stirred overnight. The reaction was diluted with saturated aqueous sodium bicarbonate, the layers separated, and the aqueous phase extracted with DCM (2×). The organic wa... The reactants are O=C1C(CCC1)CC(=O)O (2-oxo-cyclopentyl acetic acid), N (ammonia). Reagents/catalysts: [Ni].[H][H] (Raney Nickel H2). Product: O=C1CC2C(N1)CCC2 (2-keto-octahydrocyclopenta[b]pyrrole). As a reaction SMILES: O=[C:2]1[CH2:6][CH2:5][CH2:4][CH:3]1[CH2:7][C:8]([OH:10])=O.[NH3:11]>[Ni].[H][H]>[O:10]=[C:8]1[NH:11][CH:2]2[CH2:6][CH2:5][CH2:4][CH:3]2[CH2:7]1 |f:2.3|. Reported procedure: Heat under reflux cis-octahydrocyclopenta[b]pyrrole [prepared by the methods of A. Bertho, et al, Chem. Ber. 92, 2218 (1959), wherein 2-oxo-cyclopentyl acetic acid is cyclized by reduction with Raney Nickel/H2 in the presence of ammonia to obtain 2-keto-octahydrocyclopenta[b]pyrrole, which is then reduced with lithium aluminum hydride in etheral solution to yield ciso-octahydrocyclopenta[b]pyrrole, or by the method of A. G. Anderson, Jr., et al, J. Org. Chem. 43, 55 (1978), discussed above] and ... RXN SMILES: [NH2:1][C:2]1[CH:3]=[C:4]2[C:8](=[CH:9][CH:10]=1)[NH:7][N:6]=[C:5]2[I:11].[CH3:12][S:13]([C:16]1[CH:21]=[CH:20][CH:19]=[CH:18][C:17]=1[S:22](Cl)(=[O:24])=[O:23])(=[O:15])=[O:14]>N1C=CC=CC=1>[I:11][C:5]1[C:4]2[C:8](=[CH:9][CH:10]=[C:2]([NH:1][S:22]([C:17]3[CH:18]=[CH:19][CH:20]=[CH:21][C:16]=3[S:13]([CH3:12])(=[O:15])=[O:14])(=[O:24])=[O:23])[CH:3]=2)[NH:7][N:6]=1. Procedure details: N-(3-Iodo-1H-indazol-5-yl)-2-methylsulfonylbenzenesulfonamide can be obtained as described in Example 2 from 25.7 g of 5-amino-3-iodo-1H-indazole, 440 ml of pyridine and 25.3 g of 2-(methylsulfonyl)benzenesulfonyl chloride. 39 g of N-(3-iodo-1H-indazol-5-yl)-2-methylsulfonylbenzenesulfonamide are thus obtained in the form of a brown solid (mass analysis: CI: m/z 478 (M+H)+, m/z 495 (M+NH4)+, m/z 260 (base peak)). The solvent is N1=CC=CC=C1 (pyridine). Yields the product IC1=NNC2=CC=C(C=C12)NS(=O)(=O)C1=C(C=CC=C1)S(=O)(=O)C (N-(3-iodo-1H-indazol-5-yl)-2-methylsulfonylbenzenesulfonamide). Starting materials: NC=1C=C2C(=NNC2=CC1)I (5-amino-3-iodo-1H-indazole), CS(=O)(=O)C1=C(C=CC=C1)S(=O)(=O)Cl (2-(methylsulfonyl)benzenesulfonyl chloride). Isolated yield 82.4%.